From a dataset of the Open Reaction Database (ORD), a public repository of structured organic reaction records. describe an organic reaction: reactants, conditions, products, and yield Reactants: C=C (ethylene), C(C)#N (ACN), BrC1=CC2=CC=C(C=C2C=C1)OC (2-bromo-6-methoxynaphthalene), BrC1=CC2=CC=C(C=C2C=C1)OC (BMN), TEA, glass. Reagents/catalysts: Cl[Pd]Cl (PdCl2). The solvent is O (water). Reaction conditions: temperature 60 celsius. Yields the product COC=1C=C2C=CC(=CC2=CC1)C=C (6-Methoxy-2- Vinylnaphthalene). Reaction SMILES: [C:1](#N)[CH3:2].Br[C:5]1[CH:14]=[CH:13][C:12]2[C:7](=[CH:8][CH:9]=[C:10]([O:15][CH3:16])[CH:11]=2)[CH:6]=1.C=C>Cl[Pd]Cl.O>[CH3:16][O:15][C:10]1[CH:11]=[C:12]2[C:7](=[CH:8][CH:9]=1)[CH:6]=[C:5]([CH:1]=[CH2:2])[CH:14]=[CH:13]2. Reported procedure: A 20-gallon jacketed stainless steel reactor equipped with a mechanical agitator is charged with 12.8 kg of ACN, 12.45 kg of DEK and 12.4 kg of 2-bromo-6-methoxynaphthalene (BMN) formed as described in Example 7 hereof, 4.6 g of PdCl2, and 50.9 g of NMDP. The reactor is pressured and vented three times with 50 psig nitrogen. The reactor is then charged with 6.27 kg of TEA. The agitator is set at 158 rpm and the reactor is pressured and vented with 50 psig nitrogen. The agitator is set to 416 rpm... Run at temperature 75 celsius, time 2 hour. Solvent: Br (hydrobromic acid). Reaction SMILES: [BrH:1].[C:2]1([C:8]2[N:9]=[C:10]3[N:14]([CH:15]=2)[C:13]2[CH2:16][CH2:17][CH2:18][C:19](=[O:20])[C:12]=2[S:11]3)[CH:7]=[CH:6][CH:5]=[CH:4][CH:3]=1.BrBr>Br>[BrH:1].[Br:1][CH:18]1[CH2:17][CH2:16][C:13]2[N:14]3[CH:15]=[C:8]([C:2]4[CH:3]=[CH:4][CH:5]=[CH:6][CH:7]=4)[N:9]=[C:10]3[S:11][C:12]=2[C:19]1=[O:20] |f:0.1,4.5|. Yield: 186.5%. Procedure details: 2-Phenyl-5,6-dihydroimidazo[2,1-b]benzothiazole-8(7H)-one hydrobromide (11.2 g) was placed into conc. hydrobromic acid (130 ml), and bromine (18.2 ml) was added dropwise to the reaction mixture while maintaining the temperature of 70-80° C. The reaction mixture was stirred at the same temperature for 2 hours, cooled, and washed with cold water to give yellow titled compound (12.8 g, 93%). Reactants: Br.C1(=CC=CC=C1)C=1N=C2SC3=C(N2C1)CCCC3=O (2-Phenyl-5,6-dihydroimidazo[2,1-b]benzothiazole-8(7H)-one hydrobromide), BrBr (bromine). The product is Br.BrC1C(C2=C(N3C(S2)=NC(=C3)C3=CC=CC=C3)CC1)=O (7-Bromo-2-phenyl-5,6-dihydroimidazo[2,1-b]benzothiazole-8(7H)-one hydrobromide). RXN SMILES: CC1C(=O)C2C(OCCCBr)=CC=CC=2OC=1.CN1C(N2CCNCC2)=CC(=O)N(C)C1=O.Cl.Cl.[CH3:36][N:37]1[C:42]([N:43]2[CH2:48][CH2:47][N:46]([CH2:49][CH2:50][CH2:51][O:52][C:53]3[C:58]4[C:59](=[O:64])[C:60]([CH3:63])=[CH:61][O:62][C:57]=4[CH:56]=[CH:55][CH:54]=3)[CH2:45][CH2:44]2)=[CH:41][C:40](=[O:65])[N:39]([CH3:66])[C:38]1=[O:67]>O1CCOCC1.C(N(CC)CC)C>[CH3:36][N:37]1[C:42]([N:43]2[CH2:44][CH2:45][N:46]([CH2:49][CH2:50][CH2:51][O:52][C:53]3[C:58]4[C:59](=[O:64])[C:60]([CH3:63])=[CH:61][O:62][C:57]=4[CH:56]=[CH:55][CH:54]=3)[CH2:47][CH2:48]2)=[CH:41][C:40](=[O:65])[N:39]([CH3:66])[C:38]1=[O:67] |f:3.4|. Procedure: In 50 ml of dioxane, there were heated under reflux 1.78 g of the previously obtained, 3-(3-methyl-4-oxo-4H-1-benzopyran-5-yl)oxypropyl bromide (Compound 2), 1.34 g of 1,3-dimethyl-6-(piperazine-1-yl)-2,4(1H,3H)-pyrimidinedione (Compound 3) and 1.5 ml of triethylamine for 2 hours. After cooling and then filtration, the resultant filtrate was concentrated under reduced pressure, and the resultant residue was then dissolved in chloroform, washed with water, dried over anhydrous sodium sulfate, and... Starting materials: CC1=COC2=C(C1=O)C(=CC=C2)OCCCBr (3-(3-methyl-4-oxo-4H-1-benzopyran-5-yl)oxypropyl bromide), CC1=COC2=C(C1=O)C(=CC=C2)OCCCBr (3-(3-methyl-4-oxo-4H-1-benzopyran-5-yl)oxypropyl bromide), CN1C(N(C(C=C1N1CCNCC1)=O)C)=O (1,3-dimethyl-6-(piperazine-1-yl)-2,4(1H,3H)-pyrimidinedione), CN1C(N(C(C=C1N1CCNCC1)=O)C)=O (1,3-dimethyl-6-(piperazine-1-yl)-2,4(1H,3H)-pyrimidinedione), Cl (hydrochloride), Cl.CN1C(N(C(C=C1N1CCN(CC1)CCCOC1=CC=CC2=C1C(C(=CO2)C)=O)=O)C)=O (1,3-dimethyl-6-(4-[3-(3-methyl-4-oxo-4H-1-benzopyran-5-yl)oxypropyl]piperazine-1-yl)-2,4(1H,3H)-pyrimidinedione hydrochloride). The solvent is C(C)N(CC)CC (triethylamine), O1CCOCC1 (dioxane). Isolated yield 91.0%. Yields the product CN1C(N(C(C=C1N1CCN(CC1)CCCOC1=CC=CC2=C1C(C(=CO2)C)=O)=O)C)=O (1,3-dimethyl-6-(4-[3-(3-methyl-4-oxo-4H-1-benzopyran-5-yl)oxypropyl]piperazine-1-yl)-2,4(1H,3H)-pyrimidinedione). Reactants: COC1=C(C=O)C(=CC=C1)OC (2,6-dimethoxybenzaldehyde), C(=O)(O)CS(=O)(=O)CS(=O)(=O)CC(=O)O (carboxymethane-sulfonylmethanesulfonyl-acetic acid). Run in C(C)(=O)O (acetic acid). Yields the product COC1=C(/C=C/S(=O)(=O)CS(=O)(=O)\C=C\C2=C(C=CC=C2OC)OC)C(=CC=C1)OC (bis((E)-2,6-Dimethoxystyrylsulfonyl)methane). The yield is 74.0%. Reaction SMILES: [CH3:1][O:2][C:3]1[CH:10]=[CH:9][CH:8]=[C:7]([O:11][CH3:12])[C:4]=1[CH:5]=O.C([CH2:16][S:17]([CH2:20][S:21]([CH2:24][C:25](O)=O)(=[O:23])=[O:22])(=[O:19])=[O:18])(O)=O>C(O)(=O)C>[CH3:1][O:2][C:3]1[CH:10]=[CH:9][CH:8]=[C:7]([O:11][CH3:12])[C:4]=1/[CH:5]=[CH:16]/[S:17]([CH2:20][S:21](/[CH:24]=[CH:25]/[C:4]1[C:3]([O:2][CH3:1])=[CH:10][CH:9]=[CH:8][C:7]=1[O:11][CH3:12])(=[O:22])=[O:23])(=[O:18])=[O:19]. Reported procedure: A solution of 2,6-dimethoxybenzaldehyde (2 mmol) and carboxymethane-sulfonylmethanesulfonyl-acetic acid (1 mmol) in acetic acid (10 mL) was subjected to General Procedure 1, to yield the title compound in 74% yield. m.p. 118-120° C. Product: C(C)(C)(C)C1=CC=C(C=C1)C=NOCCOC1=CC(=C(C(=O)O)C=C1)O (4-{2-[({[4-(tert-Butyl)phenyl]methylidene}amino)oxy]ethoxy}-2-hydroxybenzoic Acid). Procedure: The title compound was prepared as a white solid (3.056 g, 76%) from 4-(2-bromo-ethoxy)-2-hydroxy-benzoic acid methyl ester and 4-tert-butyl-benzaldehyde oxime using a procedure similar to that of step 1 of example 6. mp=161.4-162.7° C.; mass spectrum (+APCI, M+H) m/z 358. 1H NMR (400 MHz, DMSO-d6); δ 13.60 (bs, 1H), 11.50 (bs, 1H), 8.24 (s, 1H), 7.68 (d, 1H), 7.54 (d, 2H), 7.42 (d, 2H), 6.52 (m, 2H), 4.40 (t, 2H), 4.29 (t, 2H), 1.38 (s, 9H). Elemental analysis: Calcd. for C20H23NO5: C, 67.21; H... Reactants: solid, COC(C1=C(C=C(C=C1)OCCBr)O)=O (4-(2-bromo-ethoxy)-2-hydroxy-benzoic acid methyl ester), C(C)(C)(C)C1=CC=C(C=NO)C=C1 (4-tert-butyl-benzaldehyde oxime). Reaction SMILES: C[O:2][C:3](=[O:15])[C:4]1[CH:9]=[CH:8][C:7]([O:10][CH2:11][CH2:12]Br)=[CH:6][C:5]=1[OH:14].[C:16]([C:20]1[CH:28]=[CH:27][C:23]([CH:24]=[N:25][OH:26])=[CH:22][CH:21]=1)([CH3:19])([CH3:18])[CH3:17]>>[C:16]([C:20]1[CH:28]=[CH:27][C:23]([CH:24]=[N:25][O:26][CH2:12][CH2:11][O:10][C:7]2[CH:8]=[CH:9][C:4]([C:3]([OH:2])=[O:15])=[C:5]([OH:14])[CH:6]=2)=[CH:22][CH:21]=1)([CH3:19])([CH3:17])[CH3:18]. Starting materials: BrC1=C(C=C(C(=C1)F)Br)F (1,4-dibromo-2,5-difluorobenzene), CN(C=O)C (N,N-dimethylformamide), [NH4+].[Cl-] (NH4Cl). Solvent: O1CCCC1 (tetrahydrofuran). Reaction conditions: temperature -40 celsius, time 1 hour. The product is BrC1=CC(=C(C=O)C=C1F)F (4-bromo-2,5-difluorobenzaldehyde). Yield: 74.2%. Reaction SMILES: Br[C:2]1[CH:7]=[C:6]([F:8])[C:5]([Br:9])=[CH:4][C:3]=1[F:10].CN(C)[CH:13]=[O:14].[NH4+].[Cl-]>O1CCCC1>[Br:9][C:5]1[C:6]([F:8])=[CH:7][C:2]([CH:13]=[O:14])=[C:3]([F:10])[CH:4]=1 |f:2.3|. Procedure details: To 1,4-dibromo-2,5-difluorobenzene (10.28 g, 37.81 mmol) in tetrahydrofuran (80 mL) at −40° C. was isopropylmagnesium chloride lithium chloride complex (29.1 mL, 37.81 mmol) added dropwise. After 1 h at −40° C. was N,N-dimethylformamide (58 mL, 756 mmol) added and the mixture was stirred for 30 minutes at −40° C. NH4Cl (2M, aq, 100 mL) was added and the mixture was extracted with ethyl acetate. The organic phase was dried with MgSO4 and concentrated to give 4-bromo-2,5-difluorobenzaldehyde (6.20... Starting materials: [N-]=C=S.[Na+] (sodium isothiocyanate), N1=CC=CC=C1 (pyridine), CC=1C(=NC=CC1)SC=1C=C(C(=NC1)N)OC=1C(=NC=CC1)C (5-(3-Methylpyridin-2-ylthio)-3-(2-methylpyridin-3-yloxy)pyridin-2-amine), CS(=O)(=O)ON=C([C@@H]1OC2(OC1)CCCCC2)Cl ((R)-N-(methylsulfonyloxy)-1,4-dioxaspiro[4.5]decane-2-carbimidoyl chloride). Run in C(C)#N (acetonitrile). Reaction conditions: temperature 60 celsius, time 8 hour. Product: CC=1C(=NC=CC1)SC=1C=C(C(=NC1)NC1=NC(=NS1)[C@@H]1OC2(OC1)CCCCC2)OC=2C(=NC=CC2)C ((S)-N-(5-(3-methylpyridin-2-ylthio)-3-(2-methylpyridin-3-yloxy)pyridin-2-yl)-3-(1,4-dioxaspiro[4.5]decane-2-yl)-1,2,4-thiadiazol-5-amine). Yield: 66.8%. As a reaction SMILES: [N-:1]=[C:2]=[S:3].[Na+].N1C=CC=CC=1.CS(O[N:16]=[C:17](Cl)[C@H:18]1[CH2:22][O:21][C:20]2([CH2:27][CH2:26][CH2:25][CH2:24][CH2:23]2)[O:19]1)(=O)=O.[CH3:29][C:30]1[C:31]([S:36][C:37]2[CH:38]=[C:39]([O:44][C:45]3[C:46]([CH3:51])=[N:47][CH:48]=[CH:49][CH:50]=3)[C:40]([NH2:43])=[N:41][CH:42]=2)=[N:32][CH:33]=[CH:34][CH:35]=1>C(#N)C>[CH3:29][C:30]1[C:31]([S:36][C:37]2[CH:38]=[C:39]([O:44][C:45]3[C:46]([CH3:51])=[N:47][CH:48]=[CH:49][CH:50]=3)[C:40]([NH:43][C:2]3[S:3][N:16]=[C:17]([C@H:18]4[CH2:22][O:21][C:20]5([CH2:23][CH2:24][CH2:25][CH2:26][CH2:27]5)[O:19]4)[N:1]=3)=[N:41][CH:42]=2)=[N:32][CH:33]=[CH:34][CH:35]=1 |f:0.1|. Procedure: To acetonitrile (50 mL) was added sodium isothiocyanate (0.1749 g, 2.158 mmol), pyridine (0.3740 ml, 4.624 mmol), followed by (R)-N-(methylsulfonyloxy)-1,4-dioxaspiro[4.5]decane-2-carbimidoyl chloride (0.5507 g, 1.850 mmol), and the resulting mixture was heated to 60° C. for 30 minutes. 5-(3-Methylpyridin-2-ylthio)-3-(2-methylpyridin-3-yloxy)pyridin-2-amine (0.500 g, 1.541 mmol) was added and the reaction was stirred overnight at 60° C. The reaction was concentrated in vacuo and the residue was ...